Dataset: the Open Reaction Database (ORD), a public repository of structured organic reaction records. Task: describe an organic reaction: reactants, conditions, products, and yield The reactants are ClC1=CC(=C(C=C1)[N+](=O)[O-])OC1=CC=CC=C1 (4-chloro-1-nitro-2-phenoxybenzene), C(=O)(OC(C)(C)C)N1CCNCC1 (N-Boc-piperazine), C([O-])([O-])=O (carbonate). The solvent is CN(C=O)C (dimethylformamide). Conditions: temperature 90 celsius, time 2 hour. Yields the product [N+](=O)([O-])C1=C(C=C(C=C1)N1CCN(CC1)C(=O)OC(C)(C)C)OC1=CC=CC=C1 (tert-butyl 4-(4-nitro-3-phenoxyphenyl)piperazin-1-carboxylate). Reaction SMILES: Cl[C:2]1[CH:7]=[CH:6][C:5]([N+:8]([O-:10])=[O:9])=[C:4]([O:11][C:12]2[CH:17]=[CH:16][CH:15]=[CH:14][CH:13]=2)[CH:3]=1.[C:18]([N:25]1[CH2:30][CH2:29][NH:28][CH2:27][CH2:26]1)([O:20][C:21]([CH3:24])([CH3:23])[CH3:22])=[O:19].C(=O)([O-])[O-]>CN(C)C=O>[N+:8]([C:5]1[CH:6]=[CH:7][C:2]([N:28]2[CH2:27][CH2:26][N:25]([C:18]([O:20][C:21]([CH3:24])([CH3:23])[CH3:22])=[O:19])[CH2:30][CH2:29]2)=[CH:3][C:4]=1[O:11][C:12]1[CH:17]=[CH:16][CH:15]=[CH:14][CH:13]=1)([O-:10])=[O:9]. Procedure details: The compound (500 mg) prepared in Step 1, N-Boc-piperazine (500 mg) and tassium carbonate (2.0 g) were dissolved in dimethylformamide (3 ml), and stirred at 90° C. for 2 hours. The dimethylformamide of the mixed solution was removed by distillation under reduced pressure, and extracted with ethyl acetate. The extracted organic layer was washed with saturated brine, and water was removed with sodium sulfate, and the solvent was removed by distillation under reduced pressure. The solvent-removed m... Reactants: O (water), N#CBr (cyanogen bromide), C([O-])(O)=O.[Na+] (sodium bicarbonate), ClC1=CC=C2C(=NNC2=C1)C1CCNCC1 (6-Chloro-3-(4-piperidinyl)-1H-indazole). Solvent: CS(=O)C (DMSO), CS(=O)C (dimethyl sulfoxide). Run at time 1 hour. Product: ClC1=CC=C2C(=NNC2=C1)C1CCN(CC1)C#N (4-(6-chloro-1H-indazol-3-yl)piperidine-1-carbonitrile). Yield: 69.9%. RXN SMILES: [N:1]#[C:2]Br.C(=O)(O)[O-].[Na+].[Cl:9][C:10]1[CH:18]=[C:17]2[C:13]([C:14]([CH:19]3[CH2:24][CH2:23][NH:22][CH2:21][CH2:20]3)=[N:15][NH:16]2)=[CH:12][CH:11]=1.O>CS(C)=O>[Cl:9][C:10]1[CH:18]=[C:17]2[C:13]([C:14]([CH:19]3[CH2:24][CH2:23][N:22]([C:2]#[N:1])[CH2:21][CH2:20]3)=[N:15][NH:16]2)=[CH:12][CH:11]=1 |f:1.2|. Procedure: To a stirred mixture of cyanogen bromide (1.8 g, 0.017 mol), sodium bicarbonate (2.80 g) and dimethyl sulfoxide (DMSO) (40 ml) was added dropwise 6-chloro-3-(4-piperidinyl)-1H-indazole (4.0 g, 0.017 mol) of Example 52 dissolved in DMSO (50 ml). The reaction was stirred at ambient temperature for 1 hour and poured into water. The resulting solid was collected, dried and weighed 4.0 g. Recrystallization from toluene-hexane afforded 3.1 g (70%) of 4-(6-chloro-1H-indazol-3-yl)piperidine-1-carbonitri... Reactants: CCCCc1ncc(COC(C)=O)n1Cc1ccccc1Cl, CO, ClCCl, [Na+], [OH-]. Product: CCCCc1ncc(CO)n1Cc1ccccc1Cl. RXN SMILES: [CH2:1]([CH2:2][CH2:3][CH3:4])[c:5]1[n:6]([CH2:15][c:16]2[c:17]([Cl:22])[cH:18][cH:19][cH:20][cH:21]2)[c:7]([CH2:10][O:11][C:12](=[O:13])[CH3:14])[cH:8][n:9]1.[CH3:28][OH:29].[Cl:25][CH2:26][Cl:27].[Na+:24].[OH-:23]>>[CH2:1]([CH2:2][CH2:3][CH3:4])[c:5]1[n:6]([CH2:15][c:16]2[c:17]([Cl:22])[cH:18][cH:19][cH:20][cH:21]2)[c:7]([CH2:10][OH:11])[cH:8][n:9]1. The reactants are FC1(CCN(CC1)C(=O)C=1C=NC=2N(C1NC1=C(C=C(C=C1)F)C)N=CC2C(=O)O)C2=CC=C(C=C2)F (6-[4-Fluoro-4-(4-fluorophenyl)piperidine-1-carbonyl]-7-(4-fluoro-2-methylphenylamino)pyrazolo[1,5-a]pyrimidine-3-carboxylic acid), C(C)S(=O)(=O)N (ethanesulfonamide). Product: FC1(CCN(CC1)C(=O)C=1C=NC=2N(C1NC1=C(C=C(C=C1)F)C)N=CC2C(=O)NS(=O)(=O)CC)C2=CC=C(C=C2)F (N-{6-[4-Fluoro-4-(4-fluorophenyl)piperidine-1-carbonyl]-7-(4-fluoro-2-methylphenylamino)pyrazolo[1,5-a]pyrimidine-3-carbonyl}ethanesulfonamide). Yield: 30.0%. As a reaction SMILES: [F:1][C:2]1([C:31]2[CH:36]=[CH:35][C:34]([F:37])=[CH:33][CH:32]=2)[CH2:7][CH2:6][N:5]([C:8]([C:10]2[CH:11]=[N:12][C:13]3[N:14]([N:25]=[CH:26][C:27]=3[C:28](O)=[O:29])[C:15]=2[NH:16][C:17]2[CH:22]=[CH:21][C:20]([F:23])=[CH:19][C:18]=2[CH3:24])=[O:9])[CH2:4][CH2:3]1.[CH2:38]([S:40]([NH2:43])(=[O:42])=[O:41])[CH3:39]>>[F:1][C:2]1([C:31]2[CH:32]=[CH:33][C:34]([F:37])=[CH:35][CH:36]=2)[CH2:3][CH2:4][N:5]([C:8]([C:10]2[CH:11]=[N:12][C:13]3[N:14]([N:25]=[CH:26][C:27]=3[C:28]([NH:43][S:40]([CH2:38][CH3:39])(=[O:42])=[O:41])=[O:29])[C:15]=2[NH:16][C:17]2[CH:22]=[CH:21][C:20]([F:23])=[CH:19][C:18]=2[CH3:24])=[O:9])[CH2:6][CH2:7]1. Procedure: In the same manner as in Example 1, step 6 and using 6-[4-fluoro-4-(4-fluorophenyl)piperidine-1-carbonyl]-7-(4-fluoro-2-methylphenylamino)pyrazolo[1,5-a]pyrimidine-3-carboxylic acid (26 mg, 0.05 mmol) obtained in step 4 and ethanesulfonamide (27 mg, 0.26 mmol), the title compound (9 mg, 30%) was obtained. The reactants are COC(=O)C(C)O, CC(C)C1COC(c2ccc(C(=O)O)cc2)=N1, CN(C)c1ccncc1, C(=NC1CCCCC1)=NC1CCCCC1, ClCCl. Yields the product COC(=O)C(C)OC(=O)c1ccc(C2=NC(C(C)C)CO2)cc1. As a reaction SMILES: [C:18]([CH:19]([OH:20])[CH3:21])(=[O:22])[O:23][CH3:24].[C:1](=[O:2])([OH:3])[c:4]1[cH:5][cH:6][c:7]([C:10]2=[N:14][CH:13]([CH:15]([CH3:16])[CH3:17])[CH2:12][O:11]2)[cH:8][cH:9]1.[CH3:40][N:41]([CH3:42])[c:43]1[cH:44][cH:45][n:46][cH:47][cH:48]1.[CH:25]1([N:26]=[C:27]=[N:28][CH:29]2[CH2:30][CH2:31][CH2:32][CH2:33][CH2:34]2)[CH2:35][CH2:36][CH2:37][CH2:38][CH2:39]1.[Cl:49][CH2:50][Cl:51]>>[C:1]([O:2][CH:19]([C:18](=[O:22])[O:23][CH3:24])[CH3:21])(=[O:3])[c:4]1[cH:5][cH:6][c:7]([C:10]2=[N:14][CH:13]([CH:15]([CH3:16])[CH3:17])[CH2:12][O:11]2)[cH:8][cH:9]1. Starting materials: C=CCNC(=O)CC(C)=O, C1CCNCC1, CC(=O)O, O=Cc1ccccc1[N+](=O)[O-], c1ccccc1. Yields the product C=CCNC(=O)CC(=O)C=Cc1ccccc1[N+](=O)[O-]. Reaction SMILES: [CH2:12]([CH:13]=[CH2:14])[NH:15][C:16]([CH2:17][C:18](=[O:19])[CH3:20])=[O:21].[CH2:22]1[CH2:23][CH2:24][NH:25][CH2:26][CH2:27]1.[CH3:28][C:29](=[O:30])[OH:31].[N+:1](=[O:2])([O-:3])[c:4]1[c:5]([CH:6]=[O:7])[cH:8][cH:9][cH:10][cH:11]1.[cH:32]1[cH:33][cH:34][cH:35][cH:36][cH:37]1>>[N+:1](=[O:2])([O-:3])[c:4]1[c:5]([CH:6]=[CH:20][C:18]([CH2:17][C:16]([NH:15][CH2:12][CH:13]=[CH2:14])=[O:21])=[O:19])[cH:8][cH:9][cH:10][cH:11]1. Solvent: CC(=O)C (acetone). RXN SMILES: [C:1]1([C@@H:7]2[N:12]([S:13]([C:16]3[CH:21]=[CH:20][C:19]([CH3:22])=[CH:18][CH:17]=3)(=[O:15])=[O:14])[CH2:11][CH:10]3[C@@:8]2([CH2:23][OH:24])[CH2:9]3)[CH:6]=[CH:5][CH:4]=[CH:3][CH:2]=1.CC(C)=[O:27].OS(O)(=O)=O.O=[Cr](=O)=O.CO>CC(C)=O>[C:1]1([C@@H:7]2[N:12]([S:13]([C:16]3[CH:17]=[CH:18][C:19]([CH3:22])=[CH:20][CH:21]=3)(=[O:14])=[O:15])[CH2:11][CH:10]3[C@@:8]2([C:23]([OH:27])=[O:24])[CH2:9]3)[CH:2]=[CH:3][CH:4]=[CH:5][CH:6]=1 |f:1.2.3|. Yield: 64.0%. Yields the product C1(=CC=CC=C1)[C@H]1[C@@]2(CC2CN1S(=O)(=O)C1=CC=C(C)C=C1)C(=O)O ((1S,2S)-2-Phenyl-3-tosyl-3-aza-bicyclo[3.1.0]hexane-1-carboxylic acid). Reactants: Intermediate 16, CO (MeOH), C1(=CC=CC=C1)[C@H]1[C@@]2(CC2CN1S(=O)(=O)C1=CC=C(C=C1)C)CO ([(1S,2S)-2-phenyl-3-(toluene-4-sulfonyl)-3-aza-bicyclo[3.1.0]hex-1-yl]-methanol), CC(=O)C.OS(=O)(=O)O.O=[Cr](=O)=O (Jones Reagent). Procedure details: To a stirred solution of racemic Intermediate 16, one enantiomer being [(1S,2S)-2-phenyl-3-(toluene-4-sulfonyl)-3-aza-bicyclo[3.1.0]hex-1-yl]-methanol I (34.5 g, 101 mmol) in acetone (1330 mL) was added Jones Reagent (104 mL) dropwise with stirring. The orange solution was stirred for another 20 minutes. MeOH (˜10 mL) was added cautiously until the solution turned green. The solvent was removed at reduced pressure and the residue partitioned between water and methylene chloride. The organics wer... Reaction SMILES: [CH2:9]([CH3:10])[O:11][c:12]1[c:13](-[c:24]2[cH:25][n:26][c:27]3[n:28]2[cH:29][c:30]([CH2:33][OH:34])[cH:31][cH:32]3)[cH:14][c:15]([CH:21]([CH3:22])[CH3:23])[cH:16][c:17]1[CH:18]([CH3:19])[CH3:20].[CH3:1][N+:2]1([O-:3])[CH2:4][CH2:5][O:6][CH2:7][CH2:8]1.[CH3:43][CH2:44][CH2:45][N+:46]([CH2:47][CH2:48][CH3:49])([CH2:50][CH2:51][CH3:52])[CH2:53][CH2:54][CH3:55].[Cl:35][CH2:36][Cl:37].[O-:38][Ru:39](=[O:40])(=[O:41])=[O:42]>>[CH2:9]([CH3:10])[O:11][c:12]1[c:13](-[c:24]2[cH:25][n:26][c:27]3[n:28]2[cH:29][c:30]([CH:33]=[O:34])[cH:31][cH:32]3)[cH:14][c:15]([CH:21]([CH3:22])[CH3:23])[cH:16][c:17]1[CH:18]([CH3:19])[CH3:20]. Reactants: CCOc1c(-c2cnc3ccc(CO)cn23)cc(C(C)C)cc1C(C)C, C[N+]1([O-])CCOCC1, CCC[N+](CCC)(CCC)CCC, ClCCl, O=[Ru](=O)(=O)[O-]. Product: CCOc1c(-c2cnc3ccc(C=O)cn23)cc(C(C)C)cc1C(C)C.